Dataset: the Open Reaction Database (ORD), a public repository of structured organic reaction records. Task: describe an organic reaction: reactants, conditions, products, and yield Starting materials: CCCNCCC=O, O=C=Nc1nnc(C2CCCC2)s1, c1ccccc1. The product is CCCN(CCC=O)C(=O)Nc1nnc(C2CCCC2)s1. Reaction SMILES: [CH2:14]([CH2:15][CH3:16])[NH:17][CH2:18][CH2:19][CH:20]=[O:21].[CH:1]1([c:6]2[n:7][n:8][c:9]([N:11]=[C:12]=[O:13])[s:10]2)[CH2:2][CH2:3][CH2:4][CH2:5]1.[cH:22]1[cH:23][cH:24][cH:25][cH:26][cH:27]1>>[CH:1]1([c:6]2[n:7][n:8][c:9]([NH:11][C:12](=[O:13])[N:17]([CH2:14][CH2:15][CH3:16])[CH2:18][CH2:19][CH:20]=[O:21])[s:10]2)[CH2:2][CH2:3][CH2:4][CH2:5]1. The reactants are O=C[C@H](O)[C@H](O)[C@H](O)CO (D-ribose), N[C@@H](CCC(=O)O)C(=O)O (L-(+)-glutamic acid). Reagents/catalysts: [Ni] (Raney nickel). Yields the product OC(CN[C@@H](CCC(=O)O)C(=O)O)C(C(CO)O)O (N-(2,3,4,5-tetrahydroxy-pentyl)-L-(+)-glutamic acid). Reaction SMILES: O=[CH:2][C@@H:3]([C@@H:5]([C@@H:7]([CH2:9][OH:10])[OH:8])[OH:6])[OH:4].[NH2:11][C@H:12]([C:18]([OH:20])=[O:19])[CH2:13][CH2:14][C:15]([OH:17])=[O:16]>[Ni]>[OH:4][CH:3]([CH:5]([OH:6])[CH:7]([OH:8])[CH2:9][OH:10])[CH2:2][NH:11][C@H:12]([C:18]([OH:20])=[O:19])[CH2:13][CH2:14][C:15]([OH:17])=[O:16]. Reported procedure: The product was made from D-ribose and L-(+)-glutamic acid using Raney nickel as a catalyst under the conditions of the above examples. A resin-like product was obtained with a RF -value of 0.80 (determined as indicated under Example M). Reactants: N=1C=C(N2C1C=CC=C2)CC(=O)O (Imidazo[1,2-a]pyridin-3-yl acetic acid), P(O)(O)O (phosphorous acid), P(Cl)(Cl)Cl (Phosphorus trichloride). The solvent is O1CCOCC1 (1,4-Dioxane). Conditions: temperature 92.5 celsius. Product: C=1C=CN2C(C1)=NC=C2CC(O)(P(=O)(O)O)P(=O)(O)O (Minodronic Acid). Isolated yield 52.3%. Reaction SMILES: [N:1]1[CH:2]=[C:3]([CH2:10][C:11]([OH:13])=O)[N:4]2[CH:9]=[CH:8][CH:7]=[CH:6][C:5]=12.[P:14]([OH:17])([OH:16])[OH:15].P(Cl)(Cl)Cl>O1CCOCC1>[CH:7]1[CH:8]=[CH:9][N:4]2[C:3]([CH2:10][C:11]([P:14]([OH:17])([OH:16])=[O:15])([P:14]([OH:17])([OH:16])=[O:15])[OH:13])=[CH:2][N:1]=[C:5]2[CH:6]=1. Reported procedure: Imidazo[1,2-a]pyridin-3-yl acetic acid (46 gm), phosphorous acid (75 gm) and 1,4-Dioxane (900 mL) was taken in a four necked round bottom flask fitted with an addition funnel, mechanical stirrer, condenser and thermometer pocket and allowed to stir at 90-95° C. Phosphorus trichloride (130 gm) was then added to reaction mixture and allowed to heat at 90-95° C. The reaction mixture was cooled and distilled water (450 mL) was added to it. The reaction mixture was further heated to 90-95° C. It was ... Reaction SMILES: [CH3:1][C:2]1[C:7]([OH:8])=[C:6]([CH2:9][CH2:10][C:11]2[CH:16]=[CH:15][CH:14]=[CH:13][CH:12]=2)[CH:5]=[CH:4][CH:3]=1.CC(C)([O-])C.[K+].[CH2:23]([O:30][C@H:31]1[CH2:35][N:34]([C:36]([O:38][CH2:39][CH3:40])=[O:37])[C@H:33]([CH2:41][CH2:42]Cl)[CH2:32]1)[C:24]1[CH:29]=[CH:28][CH:27]=[CH:26][CH:25]=1>CN(C)C(=O)C>[CH2:39]([O:38][C:36]([N:34]1[CH2:35][C@H:31]([O:30][CH2:23][C:24]2[CH:25]=[CH:26][CH:27]=[CH:28][CH:29]=2)[CH2:32][C@H:33]1[CH2:41][CH2:42][O:8][C:7]1[C:2]([CH3:1])=[CH:3][CH:4]=[CH:5][C:6]=1[CH2:9][CH2:10][C:11]1[CH:16]=[CH:15][CH:14]=[CH:13][CH:12]=1)=[O:37])[CH3:40] |f:1.2|. The product is C(C)OC(=O)N1[C@@H](C[C@H](C1)OCC1=CC=CC=C1)CCOC1=C(C=CC=C1C)CCC1=CC=CC=C1 ((2R,4R)-1-Ethoxycarbonyl-4-benzyloxy-2- {2-[6-methyl-2-(2-phenylethyl)phenoxy]ethyl}pyrrolidine). Starting materials: CC(C)([O-])C.[K+] (potassium t-butoxide), C(C1=CC=CC=C1)O[C@@H]1C[C@H](N(C1)C(=O)OCC)CCCl ((2S,4R)-4-benzyloxy-2-(2-chloroethyl)-1-ethoxycarbonylpyrrolidine), CC1=CC=CC(=C1O)CCC1=CC=CC=C1 (6-methyl-2-(2-phenylethyl)phenol). Isolated yield 90.3%. Run in CN(C(C)=O)C (N,N-dimethylacetamide). Procedure details: 1200 mg of 6-methyl-2-(2-phenylethyl)phenol were dissolved in 10 ml of N,N-dimethylacetamide, allowed to react with 700 mg of potassium t-butoxide and 1600 mg of (2S,4R)-4-benzyloxy-2-(2-chloroethyl)-1-ethoxycarbonylpyrrolidine and extracted in the same manner as described in step (a) of Example 2. The resulting oily substance was purified by silica gel column chromatography, using a 3:1 by volume mixture of hexane and ethyl acetate as the eluent, to give 2260 mg (yield 90%) of the title compoun... The reactants are C(C)OCC (diethyl ether), [BH4-].[Na+] (Sodium borohydride), BrCC(=O)C=1C=CC(=C(C1)NS(=O)(=O)C)OCC1=CC=CC=C1 (N-[5-(bromoacetyl)-2-(phenylmethoxy)phenyl]methanesulphonamide), C1=C(C=CC2=CC=CC=C12)OCCCCOCCCCCCNCC1=CC=CC=C1 (N-[6-[4-[(2-naphthalenyl)oxy]butoxy]-hexyl]benzenemethanamine). Run in ClCCl (dichloromethane), O (water), O (water), ClCCl (dichloromethane), CO (methanol). Run at time 30 minute. The product is OC1=C(C=C(C=C1)C(CNCCCCCCOCCCCOC1=CC2=CC=CC=C2C=C1)O)NS(=O)(=O)C (N-[2-Hydroxy-5-[1-hydroxy-2-[[6-[4-[(2-naphthalenyl)oxy]butoxy]-hexyl]amino]ethyl]phenyl]methanesulphonamide). Isolated yield 45.9%. RXN SMILES: Br[CH2:2][C:3]([C:5]1[CH:6]=[CH:7][C:8]([O:16]CC2C=CC=CC=2)=[C:9]([NH:11][S:12]([CH3:15])(=[O:14])=[O:13])[CH:10]=1)=[O:4].[CH:24]1[C:33]2[C:28](=[CH:29][CH:30]=[CH:31][CH:32]=2)[CH:27]=[CH:26][C:25]=1[O:34][CH2:35][CH2:36][CH2:37][CH2:38][O:39][CH2:40][CH2:41][CH2:42][CH2:43][CH2:44][CH2:45][NH:46]CC1C=CC=CC=1.[BH4-].[Na+].C(OCC)C>ClCCl.CO.O>[OH:16][C:8]1[CH:7]=[CH:6][C:5]([CH:3]([OH:4])[CH2:2][NH:46][CH2:45][CH2:44][CH2:43][CH2:42][CH2:41][CH2:40][O:39][CH2:38][CH2:37][CH2:36][CH2:35][O:34][C:25]2[CH:26]=[CH:27][C:28]3[C:33](=[CH:32][CH:31]=[CH:30][CH:29]=3)[CH:24]=2)=[CH:10][C:9]=1[NH:11][S:12]([CH3:15])(=[O:13])=[O:14] |f:2.3|. Procedure: A solution of N-[5-(bromoacetyl)-2-(phenylmethoxy)phenyl]methanesulphonamide (1.96 g), N-[6-[4-[(2-naphthalenyl)oxy]butoxy]-hexyl]benzenemethanamine (2.0 g) and DEA (0.86 g) in dichloromethane (45 ml) was stirred under nitrogen at room temperature for 22 h. The mixture was treated with water (100 ml) and extracted with dichloromethane (2×150 ml). The combined organic extracts were dried and evaporated in vacuo to give an oil which was dissolved in methanol (30 ml) and dichloromethane (20 ml) and... Reactants: COCCOCc1n[nH]c2ncnc(O)c12, CN(C)C=O, O=S(Cl)Cl. The product is COCCOCc1n[nH]c2ncnc(Cl)c12. RXN SMILES: [CH3:1][O:2][CH2:3][CH2:4][O:5][CH2:6][c:7]1[n:8][nH:9][c:10]2[n:11][cH:12][n:13][c:14]([OH:16])[c:15]12.[O:17]=[CH:18][N:19]([CH3:20])[CH3:21].[S:22]([Cl:23])([Cl:24])=[O:25]>>[CH3:1][O:2][CH2:3][CH2:4][O:5][CH2:6][c:7]1[n:8][nH:9][c:10]2[n:11][cH:12][n:13][c:14]([Cl:24])[c:15]12. Starting materials: ClC1=CC=C(C=2CC(OC21)C)NN=C(C(=O)NC(OCC)=O)C#N (ethyl N-((7-chloro-2,3-dihydro-2-methyl- 4-benzofuranylhydrazono)cyanoacetyl)carbamate), 4A. The solvent is C=1(C(=CC=CC1)C)C (xylene). Yields the product ClC1=CC=C(C=2CC(OC21)C)N2N=C(C(NC2=O)=O)C#N (2-(7-chloro-2,3-dihydro-2-methyl-4-benzofuranyl)-2,3,4,5-tetrahydro-3,5-dioxo-1,2,4-triazine-6-carbonitrile). As a reaction SMILES: [Cl:1][C:2]1[C:10]2[O:9][CH:8]([CH3:11])[CH2:7][C:6]=2[C:5]([NH:12][N:13]=[C:14]([C:23]#[N:24])[C:15]([NH:17][C:18](=O)[O:19]CC)=[O:16])=[CH:4][CH:3]=1>C1(C)C(C)=CC=CC=1>[Cl:1][C:2]1[C:10]2[O:9][CH:8]([CH3:11])[CH2:7][C:6]=2[C:5]([N:12]2[C:18](=[O:19])[NH:17][C:15](=[O:16])[C:14]([C:23]#[N:24])=[N:13]2)=[CH:4][CH:3]=1. Procedure details: A mixture of 12.5 g of 32B and 600 mL of xylene was stirred at reflux temperature overnight under a Soxhlet extractor filled with 4A molecular sieves to collect the alcohol that was formed. The mixture was cooled to room temperature and filtered; the solid product was dried under reduced pressure to give 2-(7-chloro-2,3-dihydro-2-methyl-4-benzofuranyl)-2,3,4,5-tetrahydro-3,5-dioxo-1,2,4-triazine-6-carbonitrile (32C) as a tan solid, m.p.: 244°-245° C.